describe an organic reaction: reactants, conditions, products, and yield From a dataset of the Open Reaction Database (ORD), a public repository of structured organic reaction records. The reactants are Cl (hydrogen chloride), C1(=CC=CC=C1)C (toluene), CC(C(O)C1=CC=CC=C1)N1CCCC1 (β-methyl-α-phenyl-1-pyrrolidineethanol). Solvent: C(C)(C)O (isopropanol). Product: Cl.CC(C(O)C1=CC=CC=C1)N1CCCC1 (β-methyl-α-phenyl-1-pyrrolidineethanol hydrochloride). As a reaction SMILES: [ClH:1].C1(C)C=CC=CC=1.[CH3:9][CH:10]([N:19]1[CH2:23][CH2:22][CH2:21][CH2:20]1)[CH:11]([C:13]1[CH:18]=[CH:17][CH:16]=[CH:15][CH:14]=1)[OH:12]>C(O)(C)C>[ClH:1].[CH3:9][CH:10]([N:19]1[CH2:23][CH2:22][CH2:21][CH2:20]1)[CH:11]([C:13]1[CH:18]=[CH:17][CH:16]=[CH:15][CH:14]=1)[OH:12] |f:4.5|. Procedure details: adding a solution of hydrogen chloride in isopropanol to a toluene solution of [R-(R*,S*)]-β-methyl-α-phenyl-1-pyrrolidineethanol or its enantiomer at about 10° to about 15° C. and maintaining a reaction temperature of about 10° to about 25° C. to form [R-(R*,S*)]-β-methyl-α-phenyl-1-pyrrolidineethanol hydrochloride or its enantiomer; Starting materials: C(C)(C)(C)OC(=O)C1=CN(C2=CC=CC=C12)CC(COC1=CC=C(C=C1)CCCCCCCC)OC(C)=O (tert-butyl-1-[2-acetoxy-3-(4-octylphenoxy)propyl]indole-3-carboxylate), C[O-].[Na+] (sodium methanolate). Solvent: CO (methanol). Conditions: time 15 minute. The product is C(C)(C)(C)OC(=O)C1=CN(C2=CC=CC=C12)CC(COC1=CC=C(C=C1)CCCCCCCC)O (tert-Butyl-1-[2-hydroxy-3-(4-octylphenoxy)propyl]indole-3-carboxylate). As a reaction SMILES: [C:1]([O:5][C:6]([C:8]1[C:16]2[C:11](=[CH:12][CH:13]=[CH:14][CH:15]=2)[N:10]([CH2:17][CH:18]([O:35]C(=O)C)[CH2:19][O:20][C:21]2[CH:26]=[CH:25][C:24]([CH2:27][CH2:28][CH2:29][CH2:30][CH2:31][CH2:32][CH2:33][CH3:34])=[CH:23][CH:22]=2)[CH:9]=1)=[O:7])([CH3:4])([CH3:3])[CH3:2].C[O-].[Na+]>CO>[C:1]([O:5][C:6]([C:8]1[C:16]2[C:11](=[CH:12][CH:13]=[CH:14][CH:15]=2)[N:10]([CH2:17][CH:18]([OH:35])[CH2:19][O:20][C:21]2[CH:22]=[CH:23][C:24]([CH2:27][CH2:28][CH2:29][CH2:30][CH2:31][CH2:32][CH2:33][CH3:34])=[CH:25][CH:26]=2)[CH:9]=1)=[O:7])([CH3:4])([CH3:3])[CH3:2] |f:1.2|. Procedure: 0.293 g (0.562 mmol) tert-butyl-1-[2-acetoxy-3-(4-octylphenoxy)propyl]indole-3-carboxylate is dissolved in 20 ml absolute methanol, mixed with 2.24 ml (1.12 mmol) of a 0.5M sodium methanolate solution and stirred at room temperature for 15 min. Following concentration to half the volume on the rotary evaporator, the batch is diluted with diethyl ether. Washing of the organic phase with semi-saturated and with saturated NaCl solution, drying on sodium sulfate, filtration and reconcentration on th... The reactants are NC=1C=NC=CC1N1CC(C(CC1)F)NC(OC(C)(C)C)=O ((+/−)-tert-butyl 1-(3-aminopyridin-4-yl)-4-fluoropiperidin-3-ylcarbamate), NC=1C(=NC(=C(C1)F)Br)C(=O)O (3-amino-6-bromo-5-fluoro-picolinic acid). The product is NC=1C(=NC(=C(C1)F)Br)C(=O)NC=1C=NC=CC1N1C[C@H](CCC1)NC(OC(C)(C)C)=O ((S)-tert-butyl 1-(3-(3-amino-6-bromo-5-fluoro-picolinamido)pyridin-4-yl)piperidin-3-ylcarbamate). Yield: 40.0%. As a reaction SMILES: [NH2:1][C:2]1[CH:3]=[N:4][CH:5]=[CH:6][C:7]=1[N:8]1[CH2:13][CH2:12][CH:11](F)[CH:10]([NH:15][C:16](=[O:22])[O:17][C:18]([CH3:21])([CH3:20])[CH3:19])[CH2:9]1.[NH2:23][C:24]1[C:25]([C:32](O)=[O:33])=[N:26][C:27]([Br:31])=[C:28]([F:30])[CH:29]=1>>[NH2:23][C:24]1[C:25]([C:32]([NH:1][C:2]2[CH:3]=[N:4][CH:5]=[CH:6][C:7]=2[N:8]2[CH2:13][CH2:12][CH2:11][C@H:10]([NH:15][C:16](=[O:22])[O:17][C:18]([CH3:21])([CH3:20])[CH3:19])[CH2:9]2)=[O:33])=[N:26][C:27]([Br:31])=[C:28]([F:30])[CH:29]=1. Procedure details: Following Method 11 of Example 305, (+/−)-tert-butyl 1-(3-aminopyridin-4-yl)-4-fluoropiperidin-3-ylcarbamate and 3-amino-6-bromo-5-fluoro-picolinic acid were reacted yielding (S)-tert-butyl 1-(3-(3-amino-6-bromo-5-fluoro-picolinamido)pyridin-4-yl)piperidin-3-ylcarbamate (40%). LCMS (m/z): 509.0 (MH+), LC Rt=3.04 min. The reactants are O=C([O-])[O-], CCOC(C)=O, CS(C)=O, NC(CC1CC1)C(=O)O, N#Cc1ccc(F)cc1Cl, [Cs+], [Cs+]. The product is N#Cc1ccc(NC(CC2CC2)C(=O)O)cc1Cl. Reaction SMILES: [C:20](=[O:21])([O-:22])[O-:23].[CH3:26][CH2:27][O:28][C:29](=[O:30])[CH3:31].[CH3:32][S:33](=[O:34])[CH3:35].[CH:11]1([CH2:14][CH:15]([NH2:16])[C:17](=[O:18])[OH:19])[CH2:12][CH2:13]1.[Cl:1][c:2]1[c:3]([C:4]#[N:5])[cH:6][cH:7][c:8]([F:10])[cH:9]1.[Cs+:24].[Cs+:25]>>[Cl:1][c:2]1[c:3]([C:4]#[N:5])[cH:6][cH:7][c:8]([NH:16][CH:15]([CH2:14][CH:11]2[CH2:12][CH2:13]2)[C:17](=[O:18])[OH:19])[cH:9]1. The reactants are O=C([O-])[O-], CC(C)=O, O=C(Cl)CCl, [K+], [K+], Nc1ccc(Cl)c(Cl)c1, O. The product is O=C(CCl)Nc1ccc(Cl)c(Cl)c1. RXN SMILES: [C:19](=[O:20])([O-:21])[O-:22].[CH3:10][C:11](=[O:12])[CH3:13].[Cl:14][CH2:15][C:16](=[O:17])[Cl:18].[K+:23].[K+:24].[NH2:1][c:2]1[cH:3][cH:4][c:5]([Cl:6])[c:7]([Cl:8])[cH:9]1.[OH2:25]>>[NH:1]([c:2]1[cH:3][cH:4][c:5]([Cl:6])[c:7]([Cl:8])[cH:9]1)[C:16]([CH2:15][Cl:14])=[O:17]. Reactants: COC=1C=C(C=C(C1OC)OC)C1=C(CCl)C=CC=C1 (2-(3,4,5-Trimethoxyphenyl)benzyl chloride), N1CCNCC1 (piperazine), C([O-])([O-])=O.[K+].[K+] (potassium carbonate). Solvent: CN(C)C=O (DMF). Conditions: temperature 80 celsius, time 4 hour. Product: Cl.Cl.COC=1C=C(C=C(C1OC)OC)C1=C(CN2CCN(CC2)CC2=C(C=CC=C2)C2=CC(=C(C(=C2)OC)OC)OC)C=CC=C1 (N,N′-bis[2-(3,4,5-Trimethoxyphenyl)benzyl]-piperazine Dihydrochloride). Reaction SMILES: [CH3:1][O:2][C:3]1[CH:4]=[C:5]([C:13]2[CH:20]=[CH:19][CH:18]=[CH:17][C:14]=2[CH2:15][Cl:16])[CH:6]=[C:7]([O:11][CH3:12])[C:8]=1[O:9][CH3:10].[NH:21]1[CH2:26][CH2:25][NH:24][CH2:23][CH2:22]1.[C:27](=[O:30])([O-])[O-].[K+].[K+]>CN(C=O)C>[ClH:16].[ClH:16].[CH3:1][O:2][C:3]1[CH:4]=[C:5]([C:13]2[CH:20]=[CH:19][CH:18]=[CH:17][C:14]=2[CH2:15][N:21]2[CH2:26][CH2:25][N:24]([CH2:15][C:14]3[CH:17]=[CH:18][CH:19]=[CH:20][C:13]=3[C:5]3[CH:4]=[C:3]([O:2][CH3:1])[C:8]([O:9][CH3:10])=[C:7]([O:30][CH3:27])[CH:6]=3)[CH2:23][CH2:22]2)[CH:6]=[C:7]([O:11][CH3:12])[C:8]=1[O:9][CH3:10] |f:2.3.4,6.7.8|. Procedure: 2-(3,4,5-Trimethoxyphenyl)benzyl chloride (298 mg) and piperazine (43 mg) were dissolved in DMF (5 mL), and to the solution potassium carbonate (138 mg) was added. The mixture was stirred at 80° C. for 4 hours and concentrated under reduced pressure. Water was added to the residue to conduct extraction with chloroform. The resultant organic layer was washed with saturated brine, dried over anhydrous magnesium sulfate and then concentrated under reduced pressure. The residue was purified by colum... Starting materials: ClC1=NC=CC=C1[N+](=O)[O-] (2-chloro-3-nitropyridine), NC1=CC=CC=C1 (aniline), C([O-])([O-])=O.[Na+].[Na+] (sodium carbonate). Solvent: C1(=CC=CC=C1)C (toluene). The product is [N+](=O)([O-])C=1C(=NC=CC1)NC1=CC=CC=C1 (3-Nitro-2-phenylaminopyridine). The yield is 33.9%. As a reaction SMILES: Cl[C:2]1[C:7]([N+:8]([O-:10])=[O:9])=[CH:6][CH:5]=[CH:4][N:3]=1.[NH2:11][C:12]1[CH:17]=[CH:16][CH:15]=[CH:14][CH:13]=1.C(=O)([O-])[O-].[Na+].[Na+]>C1(C)C=CC=CC=1>[N+:8]([C:7]1[C:2]([NH:11][C:12]2[CH:17]=[CH:16][CH:15]=[CH:14][CH:13]=2)=[N:3][CH:4]=[CH:5][CH:6]=1)([O-:10])=[O:9] |f:2.3.4|. Procedure details: A procedure similar to that described in Preparation 66 was repeated, except that 15 g of 2-chloro-3-nitropyridine, 13.22 g of aniline and 25.07 g of sodium carbonate were reacted in 180 ml of toluene. After working up the product as described in preparation 66, the resulting crude product was purified by column chromatography through silica gel, using a 1:5 by volume mixture of ethyl acetate and hexane, to give 6.9 g of the title compound, melting at 66°-68° C. The reactants are COc1ccc(N(C(=O)OC(C)(C)C)c2nc3cc(N(C)c4ccnc(Cl)n4)ccc3n2C)cc1, CNc1cccc(S(C)(=O)=O)c1. Yields the product COc1ccc(N(C(=O)OC(C)(C)C)c2nc3cc(N(C)c4ccnc(N(C)c5cccc(S(C)(=O)=O)c5)n4)ccc3n2C)cc1. As a reaction SMILES: [C:1]([CH3:2])([CH3:3])([CH3:4])[O:5][C:6]([N:7]([c:8]1[cH:9][cH:10][c:11]([O:14][CH3:15])[cH:12][cH:13]1)[c:16]1[n:17][c:18]2[c:19]([n:20]1[CH3:21])[cH:22][cH:23][c:24]([N:26]([CH3:27])[c:28]1[n:29][c:30]([Cl:34])[n:31][cH:32][cH:33]1)[cH:25]2)=[O:35].[CH3:36][S:37](=[O:38])(=[O:39])[c:40]1[cH:41][c:42]([NH:46][CH3:47])[cH:43][cH:44][cH:45]1>>[C:1]([CH3:2])([CH3:3])([CH3:4])[O:5][C:6]([N:7]([c:8]1[cH:9][cH:10][c:11]([O:14][CH3:15])[cH:12][cH:13]1)[c:16]1[n:17][c:18]2[c:19]([n:20]1[CH3:21])[cH:22][cH:23][c:24]([N:26]([CH3:27])[c:28]1[n:29][c:30]([N:46]([c:42]3[cH:41][c:40]([S:37]([CH3:36])(=[O:38])=[O:39])[cH:45][cH:44][cH:43]3)[CH3:47])[n:31][cH:32][cH:33]1)[cH:25]2)=[O:35]. Starting materials: O=C(O)C(F)(F)F, O=C(O)CNc1nc(-c2ccc(F)cc2)cs1, Nc1ccc(F)cc1. The product is O=C(O)C(F)(F)F, O=C(CNc1nc(-c2ccc(F)cc2)cs1)Nc1ccc(F)cc1. As a reaction SMILES: [F:1][C:2]([C:3](=[O:4])[OH:5])([F:6])[F:7].[F:8][c:9]1[cH:10][cH:11][c:12](-[c:15]2[n:16][c:17]([NH:20][CH2:21][C:22](=[O:23])[OH:24])[s:18][cH:19]2)[cH:13][cH:14]1.[NH2:25][c:26]1[cH:27][cH:28][c:29]([F:30])[cH:31][cH:32]1>>[F:1][C:2]([C:3](=[O:4])[OH:5])([F:6])[F:7].[F:8][c:9]1[cH:10][cH:11][c:12](-[c:15]2[n:16][c:17]([NH:20][CH2:21][C:22](=[O:24])[NH:25][c:26]3[cH:27][cH:28][c:29]([F:30])[cH:31][cH:32]3)[s:18][cH:19]2)[cH:13][cH:14]1.